This data is from the Open Reaction Database (ORD), a public repository of structured organic reaction records. The task is: describe an organic reaction: reactants, conditions, products, and yield Reactants: CC(C)O, Cl, Cl, O=C(NC1CCNC1)C12CC3CC(CC(C3)C1)C2, Cc1ccc(S(=O)(=O)OCCc2ccc(C(F)(F)F)cc2)cc1. Product: Cl, O=C(NC1CCN(CCc2ccc(C(F)(F)F)cc2)C1)C12CC3CC(CC(C3)C1)C2. As a reaction SMILES: [CH:43]([OH:44])([CH3:45])[CH3:46].[ClH:42].[ClH:47].[NH:1]1[CH2:2][CH:3]([NH:6][C:7](=[O:8])[C:9]23[CH2:10][CH:11]4[CH2:12][CH:13]([CH2:14][CH:15]([CH2:16]2)[CH2:17]4)[CH2:18]3)[CH2:4][CH2:5]1.[c:19]1([CH3:20])[cH:21][cH:22][c:23]([S:24]([O:25][CH2:29][CH2:30][c:31]2[cH:32][cH:33][c:34]([C:37]([F:38])([F:39])[F:40])[cH:35][cH:36]2)(=[O:26])=[O:27])[cH:28][cH:41]1>>[ClH:42].[N:1]1([CH2:29][CH2:30][c:31]2[cH:32][cH:33][c:34]([C:37]([F:38])([F:39])[F:40])[cH:35][cH:36]2)[CH2:2][CH:3]([NH:6][C:7](=[O:8])[C:9]23[CH2:10][CH:11]4[CH2:12][CH:13]([CH2:14][CH:15]([CH2:16]2)[CH2:17]4)[CH2:18]3)[CH2:4][CH2:5]1. The reactants are CC1(C)OCC(C(Cl)CO)O1, [K+], [OH-]. As a reaction SMILES: [Cl:1][CH:2]([CH2:3][OH:4])[CH:5]1[O:6][C:7]([CH3:10])([CH3:11])[O:8][CH2:9]1.[K+:13].[OH-:12]>>[CH:2]1([CH:5]2[O:6][C:7]([CH3:10])([CH3:11])[O:8][CH2:9]2)[CH2:3][O:4]1. The product is CC1(C)OCC(C2CO2)O1. Reactants: C(C)(=O)C1(CCC(CC1)=O)C(=O)OCC (Ethyl 1-acetyl-4-oxocyclohexanecarboxylate), product, C(OC)(OC)OC (trimethyl orthoformate), Cl (HCl). Solvent: CO (MeOH). Conditions: temperature 5 celsius. Product: COC12CC(C(CC1)(CC2)C(=O)OCC)=O (Ethyl 4-methoxy-2-oxo-bicyclo[2.2.2]octane-1-carboxylate). As a reaction SMILES: [C:1]([C:4]1([C:11]([O:13][CH2:14][CH3:15])=[O:12])[CH2:9][CH2:8][C:7](=[O:10])[CH2:6][CH2:5]1)(=[O:3])[CH3:2].[CH:16](OC)(OC)OC.Cl>CO>[CH3:16][O:10][C:7]12[CH2:8][CH2:9][C:4]([C:11]([O:13][CH2:14][CH3:15])=[O:12])([CH2:5][CH2:6]1)[C:1](=[O:3])[CH2:2]2. Procedure: To a stirred solution of Step 3 product (1 eq) and trimethyl orthoformate (4.00 eq) in MeOH (9.4 v/w) at 5° C. was bubbled HCl gas (approximately 5 eq) over 2 hours, maintaining a pot temperature of 5° C. Upon complete addition, the reaction mixture, under nitrogen, was heated to, and stirred at, reflux for 30 minutes. Reactants: O=C(CCCCl)NCC=CCOc1cc(CN2CCCCC2)ccn1, OCCn1nnnc1S. The product is O=C(CCCSc1nnnn1CCO)NCC=CCOc1cc(CN2CCCCC2)ccn1. Reaction SMILES: [N:1]1([CH2:7][c:8]2[cH:9][c:10]([O:14][CH2:15][CH:16]=[CH:17][CH2:18][NH:19][C:20]([CH2:21][CH2:22][CH2:23][Cl:24])=[O:25])[n:11][cH:12][cH:13]2)[CH2:2][CH2:3][CH2:4][CH2:5][CH2:6]1.[OH:26][CH2:27][CH2:28][n:29]1[n:30][n:31][n:32][c:33]1[SH:34]>>[N:1]1([CH2:7][c:8]2[cH:9][c:10]([O:14][CH2:15][CH:16]=[CH:17][CH2:18][NH:19][C:20]([CH2:21][CH2:22][CH2:23][S:34][c:33]3[n:29]([CH2:28][CH2:27][OH:26])[n:30][n:31][n:32]3)=[O:25])[n:11][cH:12][cH:13]2)[CH2:2][CH2:3][CH2:4][CH2:5][CH2:6]1. The reactants are OCC=1C=C(C(=C2C=CN(C12)S(=O)(=O)C1=CC=C(C)C=C1)CC1=NC2=C(N1COCC[Si](C)(C)C)C=CC(=C2)C#N)C (2-((7-(hydroxymethyl)-5-methyl-1-tosyl-1H-indol-4-yl)methyl)-1-((2-(trimethylsilyl)ethoxy)methyl)-1H-benzo[d]imidazole-5-carbonitrile), OCC=1C=C(C(=C2C=CN(C12)S(=O)(=O)C1=CC=C(C)C=C1)CC1=NC2=C(N1COCC[Si](C)(C)C)C=C(C=C2)C#N)C (2-((7-(hydroxymethyl)-5-methyl-1-tosyl-1H-indol-4-yl)methyl)-1-((2-(trimethylsilyl)ethoxy)methyl)-1H-benzo[d]imidazole-6-carbonitrile), B(F)(F)F.CCOCC (BF3.OEt2). The solvent is C(=O)(O)[O-].[Na+] (NaHCO3), CCOC(=O)C (EtOAc), C(Cl)Cl (DCM). Run at time 5 minute. The product is OCC=1C=C(C(=C2C=CN(C12)S(=O)(=O)C1=CC=C(C)C=C1)CC1=NC2=C(N1)C=CC(=C2)C#N)C (2-((7-(Hydroxymethyl)-5-methyl-1-tosyl-1H-indol-4-yl)methyl)-1H-benzo[d]imidazole-5-carbonitrile). Reaction SMILES: [OH:1][CH2:2][C:3]1[CH:4]=[C:5]([CH3:42])[C:6]([CH2:22][C:23]2[N:27](COCC[Si](C)(C)C)[C:26]3[CH:36]=[CH:37][C:38]([C:40]#[N:41])=[CH:39][C:25]=3[N:24]=2)=[C:7]2[C:11]=1[N:10]([S:12]([C:15]1[CH:21]=[CH:20][C:18]([CH3:19])=[CH:17][CH:16]=1)(=[O:14])=[O:13])[CH:9]=[CH:8]2.OCC1C=C(C)C(CC2N(COCC[Si](C)(C)C)C3C=C(C#N)C=CC=3N=2)=C2C=1N(S(C1C=CC(C)=CC=1)(=O)=O)C=C2.B(F)(F)F.CCOCC>C(Cl)Cl.C([O-])(O)=O.[Na+].CCOC(C)=O>[OH:1][CH2:2][C:3]1[CH:4]=[C:5]([CH3:42])[C:6]([CH2:22][C:23]2[NH:27][C:26]3[CH:36]=[CH:37][C:38]([C:40]#[N:41])=[CH:39][C:25]=3[N:24]=2)=[C:7]2[C:11]=1[N:10]([S:12]([C:15]1[CH:21]=[CH:20][C:18]([CH3:19])=[CH:17][CH:16]=1)(=[O:14])=[O:13])[CH:9]=[CH:8]2 |f:2.3,5.6|. Procedure: To a solution of a mixture of 2-((7-(hydroxymethyl)-5-methyl-1-tosyl-1H-indol-4-yl)methyl)-1-((2-(trimethylsilyl)ethoxy)methyl)-1H-benzo[d]imidazole-5-carbonitrile and 2-((7-(hydroxymethyl)-5-methyl-1-tosyl-1H-indol-4-yl)methyl)-1-((2-(trimethylsilyl)ethoxy)methyl)-1H-benzo[d]imidazole-6-carbonitrile (14 mg, 0.023 mmol) in DCM (0.23 mL), BF3.OEt2 (15 μL, 0.117 mmol) was added at 0° C. After stirring for 5 minutes, the mixture was warmed up to room temperature. After 30 minutes the reaction mixtu...